From a dataset of the Open Reaction Database (ORD), a public repository of structured organic reaction records. describe an organic reaction: reactants, conditions, products, and yield The reactants are CC(C)C1=CC(=C(C(=C1)C(C)C)C2=C(C=CC=C2)P(C3CCCCC3)C4CCCCC4)C(C)C (X-Phos), C4, FC=1C=C2C(=NC1)N(C=C2B2OC(C(O2)(C)C)(C)C)S(=O)(=O)C2=CC=C(C=C2)C (5-fluoro-1-(p-tolylsulfonyl)-3-(4,4,5,5-tetramethyl-1,3,2-dioxaborolan-2-yl)pyrrolo[2,3-b]pyridine), FC=1C=C2C(=NC1)N(C=C2B2OC(C(O2)(C)C)(C)C)S(=O)(=O)C2=CC=C(C=C2)C (5-fluoro-1-(p-tolylsulfonyl)-3-(4,4,5,5-tetramethyl-1,3,2-dioxaborolan-2-yl)pyrrolo[2,3-b]pyridine), ClC1=C(C#N)C=C(C(=N1)N[C@H](CO)C(C)(C)C)F ((S)-2-chloro-5-fluoro-6-((l-hydroxy-3,3-dimethylbutan-2-yl)amino)nicotinonitrile), ClC1=C(C#N)C=C(C(=N1)N[C@H](CO)C(C)(C)C)F ((S)-2-chloro-5-fluoro-6-((1-hydroxy-3,3-dimethylbutan-2-yl)amino)nicotinonitrile), [O-]P(=O)([O-])[O-].[K+].[K+].[K+] (K3PO4). Reagents/catalysts: C=1C=CC(=CC1)/C=C/C(=O)/C=C/C2=CC=CC=C2.C=1C=CC(=CC1)/C=C/C(=O)/C=C/C2=CC=CC=C2.C=1C=CC(=CC1)/C=C/C(=O)/C=C/C2=CC=CC=C2.[Pd].[Pd] (Pd2(dba)3). The solvent is C(C)#N.O (ACN water), 2-methyl-THF, O (water). Conditions: temperature 120 celsius. Yields the product FC=1C(=NC(=C(C#N)C1)C1=CN(C2=NC=C(C=C21)F)S(=O)(=O)C2=CC=C(C)C=C2)N[C@H](CO)C(C)(C)C ((S)-5-fluoro-2-(5-fluoro-1-tosyl-1H-pyrrolo[2,3-b]pyridin-3-yl)-6-((1-hydroxy-3,3-dimethylbutan-2-yl)amino)nicotinonitrile). Reaction SMILES: [F:1][C:2]1[CH:3]=[C:4]2[C:10](B3OC(C)(C)C(C)(C)O3)=[CH:9][N:8]([S:20]([C:23]3[CH:28]=[CH:27][C:26]([CH3:29])=[CH:25][CH:24]=3)(=[O:22])=[O:21])[C:5]2=[N:6][CH:7]=1.Cl[C:31]1[N:38]=[C:37]([NH:39][C@@H:40]([C:43]([CH3:46])([CH3:45])[CH3:44])[CH2:41][OH:42])[C:36]([F:47])=[CH:35][C:32]=1[C:33]#[N:34].[O-]P([O-])([O-])=O.[K+].[K+].[K+].CC(C1C=C(C(C)C)C(C2C=CC=CC=2P(C2CCCCC2)C2CCCCC2)=C(C(C)C)C=1)C>O.C1C=CC(/C=C/C(/C=C/C2C=CC=CC=2)=O)=CC=1.C1C=CC(/C=C/C(/C=C/C2C=CC=CC=2)=O)=CC=1.C1C=CC(/C=C/C(/C=C/C2C=CC=CC=2)=O)=CC=1.[Pd].[Pd].C(#N)C.O>[F:47][C:36]1[C:37]([NH:39][C@@H:40]([C:43]([CH3:46])([CH3:45])[CH3:44])[CH2:41][OH:42])=[N:38][C:31]([C:10]2[C:4]3[C:5](=[N:6][CH:7]=[C:2]([F:1])[CH:3]=3)[N:8]([S:20]([C:23]3[CH:28]=[CH:27][C:26]([CH3:29])=[CH:25][CH:24]=3)(=[O:22])=[O:21])[CH:9]=2)=[C:32]([CH:35]=1)[C:33]#[N:34] |f:2.3.4.5,8.9.10.11.12,13.14|. Procedure details: A solution of 5-fluoro-1-(p-tolylsulfonyl)-3-(4,4,5,5-tetramethyl-1,3,2-dioxaborolan-2-yl)pyrrolo[2,3-b]pyridine, 7a, (1.84 g, 4.42 mmol), (S)-2-chloro-5-fluoro-6-((l-hydroxy-3,3-dimethylbutan-2-yl)amino)nicotinonitrile, 97a, (1.00 g, 3.68 mmol) and K3PO4 (2.40 g, 11.22 mmol) in 2-methyl-THF (12 mL) and water (2 mL) was purged with nitrogen for 30 minutes. X-Phos (0.14 g, 0.294 mmol) and Pd2(dba)3 (0.07 g, 0.07 mmol) were added and the reaction mixture was heated at 120° C. in a pressure vial fo... The reactants are C(=O)(OC)C1=C2C=3C(CCCC3NC2=CC=C1)=O (5-carbomethoxy-1,2-dihydro-9H-carbazol-4(3H)-one), C([O-])([O-])=O.[K+].[K+] (potassium carbonate), Cl.N1=CC(=CC=C1)CCl (3-picolyl chloride hydrochloride). The reagents and catalysts are [I-].[Na+] (sodium iodide). The solvent is O (H2O). Reaction conditions: time 19.5 hour. The product is N1=CC(=CC=C1)CN1C2=CC=CC(=C2C=2C(CCCC12)=O)C(=O)OC (9-[(3-pyridyl)methyl]-5-carbomethoxy-1,2-dihydrocarbazol-4(3H)-one). The yield is 79.8%. As a reaction SMILES: [C:1]([C:5]1[CH:17]=[CH:16][CH:15]=[C:14]2[C:6]=1[C:7]1[C:8](=[O:18])[CH2:9][CH2:10][CH2:11][C:12]=1[NH:13]2)([O:3][CH3:4])=[O:2].C(=O)([O-])[O-].[K+].[K+].Cl.[N:26]1[CH:31]=[CH:30][CH:29]=[C:28]([CH2:32]Cl)[CH:27]=1>[I-].[Na+].O>[N:26]1[CH:31]=[CH:30][CH:29]=[C:28]([CH2:32][N:13]2[C:12]3[CH2:11][CH2:10][CH2:9][C:8](=[O:18])[C:7]=3[C:6]3[C:14]2=[CH:15][CH:16]=[CH:17][C:5]=3[C:1]([O:3][CH3:4])=[O:2])[CH:27]=1 |f:1.2.3,4.5,6.7|. Procedure: A suspension of 5-carbomethoxy-1,2-dihydro-9H-carbazol-4(3H)-one (500 mg, 2.06 mmol), potassium carbonate (860 mg, 18.8 mmol), and catalytic amount of sodium iodide (ca. 10 mg), was treated with 3-picolyl chloride hydrochloride (500 mg, 3.05 mmol). The reaction was stirred at ambient temperature 19.5 hours. The mixture was poured into H2O (100 mL) and the mixture extracted four times with ethyl acetate. The combined organic layers were washed four times with H2O, once with saturated brine, dried... Reactants: C1CCOC1, Cl, COC(=O)C12CC1CN(c1ccc(F)cc1)C2=O, [Li+], [OH-], O. The product is O=C(O)C12CC1CN(c1ccc(F)cc1)C2=O. Reaction SMILES: [CH2:22]1[O:23][CH2:24][CH2:25][CH2:26]1.[ClH:21].[F:3][c:4]1[cH:5][cH:6][c:7]([N:10]2[C:11](=[O:20])[C:12]3([C:16](=[O:17])[O:18][CH3:19])[CH2:13][CH:14]3[CH2:15]2)[cH:8][cH:9]1.[Li+:2].[OH-:1].[OH2:27]>>[F:3][c:4]1[cH:5][cH:6][c:7]([N:10]2[C:11](=[O:20])[C:12]3([C:16](=[O:17])[OH:18])[CH2:13][CH:14]3[CH2:15]2)[cH:8][cH:9]1. The reactants are CS(=O)(=O)C1[C@H](C(=O)OC1)O ((S)-3-methanesulfonyl hydroxybutyrolactone), S(O)(O)(=O)=O (sulfuric acid). Run at temperature 50 celsius, time 3 hour. Product: OCC([C@H](C(=O)O)O)S(=O)(=O)C ((S)-4-hydroxy-3-methanesulfonyl hydroxybutyric acid). Reaction SMILES: [CH3:1][S:2]([CH:5]1[CH2:10][O:9][C:7](=[O:8])[C@@H:6]1[OH:11])(=[O:4])=[O:3].S(=O)(=O)(O)[OH:13]>>[OH:9][CH2:10][CH:5]([S:2]([CH3:1])(=[O:4])=[O:3])[C@@H:6]([OH:11])[C:7]([OH:13])=[O:8]. Reported procedure: (S)-3-methanesulfonyl hydroxybutyrolactone (1.0 g, 5.6 mmol), D2O (10 ml), and the concentrated sulfuric acid (0.0549 g, 0.56 mmol) were placed in a 25 ml reactor and stirred at 50° C. for 3 hours. The reacting solution was cooled to room temperature and extracted with dichloromethane (10 ml) twice to recover the unreacted (S)-3-methanesulfonyl hydroxybutyrolactone. The presence of the target (S)-4-hydroxy-3-methanesulfonyl hydroxybutyric acid in a pure form in the D2O layer was confirmed by nuc... Reactants: [N+](=[N-])=CCCCCCCCCC (1-diazodecane), OC(CCCN(C(=S)N)CCCCCCC(=O)O)CCCCC (7-[1-(4-hydroxynonyl)thioureido]heptanoic acid), [N+](=[N-])=C (diazomethane), OC(CCCN(C(=O)N)CCCCCCC(=O)O)CCCCC (7-[1-(4-hydroxynonyl)ureido]heptanoic acid). Run in CCOCC (ether), CCOCC (ether). Yields the product OC(CCCN(C(=O)N)CCCCCCC(=O)OCCCCCCCCCC)CCCCC (decyl 7-[1-(4-hydroxynonyl)ureido]-heptanoate). RXN SMILES: [N+](=[CH:3][CH2:4][CH2:5][CH2:6][CH2:7][CH2:8][CH2:9][CH2:10][CH2:11][CH3:12])=[N-].[N+](=C)=[N-].[OH:16][CH:17]([CH2:34][CH2:35][CH2:36][CH2:37][CH3:38])[CH2:18][CH2:19][CH2:20][N:21]([CH2:25][CH2:26][CH2:27][CH2:28][CH2:29][CH2:30][C:31]([OH:33])=[O:32])[C:22]([NH2:24])=[O:23].OC(CCCCC)CCCN(CCCCCCC(O)=O)C(N)=S>CCOCC>[OH:16][CH:17]([CH2:34][CH2:35][CH2:36][CH2:37][CH3:38])[CH2:18][CH2:19][CH2:20][N:21]([CH2:25][CH2:26][CH2:27][CH2:28][CH2:29][CH2:30][C:31]([O:33][CH2:3][CH2:4][CH2:5][CH2:6][CH2:7][CH2:8][CH2:9][CH2:10][CH2:11][CH3:12])=[O:32])[C:22]([NH2:24])=[O:23]. Reported procedure: Using the method of Example 23 but substituting an ether solution of 1-diazodecane for the ether solution of diazomethane and 7-[1-(4-hydroxynonyl)ureido]heptanoic acid for 7-[1-(4-hydroxynonyl)thioureido]heptanoic acid, there is obtained decyl 7-[1-(4-hydroxynonyl)ureido]-heptanoate as a viscous oil. Reactants: FC=1C=CC(=C(C1)C(CC(CC=1NC=2C=CC=C(C2C1)C(=O)N)(C(F)(F)F)O)(C)C)OC (2-[4-(5-fluoro-2-methoxyphenyl)-2-hydroxy-4-methyl-2-trifluoromethylpentyl]-1H-indole-4-carboxylic acid amide), N1=C(Cl)N=C(Cl)N=C1Cl (cyanuric chloride), C([O-])(O)=O.[Na+] (sodium bicarbonate). Solvent: CN(C)C=O (DMF). Run at time 3 hour. The product is FC=1C=CC(=C(C1)C(CC(CC=1NC=2C=CC=C(C2C1)C#N)(C(F)(F)F)O)(C)C)OC (2-[4-(5-Fluoro-2-methoxyphenyl)-2-hydroxy-4-methyl-2-trifluoromethylpentyl]-1H-indole-4-carbonitrile). Isolated yield 36.2%. As a reaction SMILES: [F:1][C:2]1[CH:3]=[CH:4][C:5]([O:31][CH3:32])=[C:6]([C:8]([CH3:30])([CH3:29])[CH2:9][C:10]([OH:28])([C:24]([F:27])([F:26])[F:25])[CH2:11][C:12]2[NH:13][C:14]3[CH:15]=[CH:16][CH:17]=[C:18]([C:21]([NH2:23])=O)[C:19]=3[CH:20]=2)[CH:7]=1.N1C(Cl)=NC(Cl)=NC=1Cl.C(=O)(O)[O-].[Na+]>CN(C=O)C>[F:1][C:2]1[CH:3]=[CH:4][C:5]([O:31][CH3:32])=[C:6]([C:8]([CH3:29])([CH3:30])[CH2:9][C:10]([OH:28])([C:24]([F:26])([F:27])[F:25])[CH2:11][C:12]2[NH:13][C:14]3[CH:15]=[CH:16][CH:17]=[C:18]([C:21]#[N:23])[C:19]=3[CH:20]=2)[CH:7]=1 |f:2.3|. Procedure details: A solution 2-[4-(5-fluoro-2-methoxyphenyl)-2-hydroxy-4-methyl-2-trifluoromethylpentyl]-1H-indole-4-carboxylic acid amide (95 mg, 0.21 mmol) in 1 mL of DMF was reacted with cyanuric chloride (46 mg, 0.25 mmol). After 3 hours, the mixture was treated with sodium bicarbonate, extracted with dichloromethane. The organic layer was dried over sodium sulfate, filtered, and concentrated in vacuo to give 33 mg of the title product as off-white solid (36% yield). Starting materials: C(C)O (ethanol), C(C)(=O)O (acetic acid), [Br-].[Br-].[Br-].[NH+]1=CC=CC=C1.[NH+]1=CC=CC=C1.[NH+]1=CC=CC=C1 (pyridinium tribromide), N1C=CC2=C(C=CC=C12)C=1C=C(OCCO)C=CC1 (2-[3-(1H-indol-4-yl)phenoxy)-ethanol), C(C)(=O)O (acetic acid). Reagents/catalysts: [Zn] (Zinc). Run in CC(C)(C)O (t-BuOH), O (water). Conditions: time 3 hour. Yields the product OCCOC=1C=C(C=CC1)C1=C2CC(NC2=CC=C1)=O (4-[3-(2-hydroxy-ethoxy)phenyl]-1,3-dihydro-indol-2-one). Yield: 32.0%. Reaction SMILES: [NH:1]1[C:9]2[C:4](=[C:5]([C:10]3[CH:11]=[C:12]([CH:17]=[CH:18][CH:19]=3)[O:13][CH2:14][CH2:15][OH:16])[CH:6]=[CH:7][CH:8]=2)[CH:3]=[CH:2]1.C([OH:22])C.C(O)(=O)C.[Br-].[Br-].[Br-].[NH+]1C=CC=CC=1.[NH+]1C=CC=CC=1.[NH+]1C=CC=CC=1>CC(O)(C)C.[Zn].O>[OH:16][CH2:15][CH2:14][O:13][C:12]1[CH:11]=[C:10]([C:5]2[CH:6]=[CH:7][CH:8]=[C:9]3[C:4]=2[CH2:3][C:2](=[O:22])[NH:1]3)[CH:19]=[CH:18][CH:17]=1 |f:3.4.5.6.7.8|. Procedure details: To the suspension of 2-[3-(1H-indol-4-yl)phenoxy)-ethanol (5.4 g, 21 mmol) in t-BuOH: ethanol: acetic acid (139.5 mL: 84 mL: 100.5 mL) was added pyridinium tribromide (21.21 g, 63 mmol) portionwise. The mixture was stirred at room temperature for 3 hours, and then to the mixture was added more acetic acid (90 mL) and water (3 mL). Zinc dust (21 g) was added to the reaction mixture portionwise. After stirring for one hour, the unreacted zinc was filtered off and most of the solvent was removed un...